From a dataset of the Open Reaction Database (ORD), a public repository of structured organic reaction records. describe an organic reaction: reactants, conditions, products, and yield The reactants are O=C([O-])[O-], Cc1ccc(-c2[nH]c(-c3ccc([N+](=O)[O-])cc3)nc2C(=O)Nc2nccs2)cc1, CO, Cl, [K+], [K+], O. Yields the product Cc1ccc(-c2[nH]c(-c3ccc(N)cc3)nc2C(=O)Nc2nccs2)cc1. RXN SMILES: [C:31](=[O:32])([O-:33])[O-:34].[CH3:1][c:2]1[cH:3][cH:4][c:5](-[c:8]2[c:9]([C:22](=[O:23])[NH:24][c:25]3[s:26][cH:27][cH:28][n:29]3)[n:10][c:11](-[c:13]3[cH:14][cH:15][c:16]([N+:19]([O-:20])=[O:21])[cH:17][cH:18]3)[nH:12]2)[cH:6][cH:7]1.[CH3:37][OH:38].[ClH:39].[K+:35].[K+:36].[OH2:30]>>[CH3:1][c:2]1[cH:3][cH:4][c:5](-[c:8]2[c:9]([C:22](=[O:23])[NH:24][c:25]3[s:26][cH:27][cH:28][n:29]3)[n:10][c:11](-[c:13]3[cH:14][cH:15][c:16]([NH2:19])[cH:17][cH:18]3)[nH:12]2)[cH:6][cH:7]1. The reactants are CCOCC, CC(=O)OC(C)=O, CCCCCC, CCOC(=O)C=Cc1ccc(N)cc1. Yields the product CCOC(=O)C=Cc1ccc(NC(C)=O)cc1. Reaction SMILES: [CH2:15]([CH3:16])[O:17][CH2:18][CH3:19].[CH3:20][C:21]([O:22][C:23](=[O:24])[CH3:25])=[O:26].[CH3:27][CH2:28][CH2:29][CH2:30][CH2:31][CH3:32].[NH2:1][c:2]1[cH:3][cH:4][c:5]([CH:6]=[CH:7][C:8](=[O:9])[O:10][CH2:11][CH3:12])[cH:13][cH:14]1>>[NH:1]([c:2]1[cH:3][cH:4][c:5]([CH:6]=[CH:7][C:8](=[O:9])[O:10][CH2:11][CH3:12])[cH:13][cH:14]1)[C:15]([CH3:16])=[O:17]. Reactants: N1CCCCC1 (piperidine), OCCOC1=CC=C(C=C2C(NC(S2)=O)=O)C=C1 (5-[4-(2-hydroxyethoxy)benzylidene]-2,4-thiazolidinedione), S1C(NC(C1)=O)=O (2,4-Thiazolidinedione), OCCOC1=CC=C(C=O)C=C1 (4-(2-hydroxyethoxy)-benzaldehyde), [Mg] (magnesium). Solvent: C(C)(=O)O (acetic acid), O (water), C1(=CC=CC=C1)C (toluene). Yields the product OCCOC1=CC=C(CC2C(NC(S2)=O)=O)C=C1 (5-[4-(2-Hydroxyethoxy)benzyl]-2,4-thiazolidinedione). As a reaction SMILES: S1CC(=O)NC1=O.OCCOC1C=CC(C=O)=CC=1.N1CCCCC1.[OH:26][CH2:27][CH2:28][O:29][C:30]1[CH:43]=[CH:42][C:33]([CH:34]=[C:35]2[S:39][C:38](=[O:40])[NH:37][C:36]2=[O:41])=[CH:32][CH:31]=1.[Mg]>C1(C)C=CC=CC=1.O.C(O)(=O)C>[OH:26][CH2:27][CH2:28][O:29][C:30]1[CH:43]=[CH:42][C:33]([CH2:34][CH:35]2[S:39][C:38](=[O:40])[NH:37][C:36]2=[O:41])=[CH:32][CH:31]=1. Reported procedure: 2,4-Thiazolidinedione (46g) and 4-(2-hydroxyethoxy)-benzaldehyde (65g) were mixed in toluene (400ml) containing acetic acid (1.0 ml) and piperidine (1.0 ml) in an apparatus incorporating a water-trap. The mixture was boiled under reflux with vigorous stirring for 30 minutes, during which time the theoretical quantity of water was obtained and 5-[4-(2-hydroxyethoxy)benzylidene]-2,4-thiazolidinedione started to crystallise. The solution was cooled and the benzylidene compound (mp 194° C.-196° C.) ... Reactants: CC(=O)CC(=O)OC(C)(C)C, CO, Cl. Product: CC(O)CC(=O)OC(C)(C)C. As a reaction SMILES: [C:1]([CH2:2][C:3](=[O:4])[CH3:5])(=[O:6])[O:7][C:8]([CH3:9])([CH3:10])[CH3:11].[CH3:13][OH:14].[ClH:12]>>[C:1]([CH2:2][CH:3]([OH:4])[CH3:5])(=[O:6])[O:7][C:8]([CH3:9])([CH3:10])[CH3:11]. Reactants: [Al+3], C1CCOC1, [H-], [H-], [H-], [H-], [Li+], [N-]=[N+]=NCc1ccc(C(F)(F)F)nc1. Yields the product NCc1ccc(C(F)(F)F)nc1. As a reaction SMILES: [Al+3:16].[CH2:21]1[O:22][CH2:23][CH2:24][CH2:25]1.[H-:15].[H-:18].[H-:19].[H-:20].[Li+:17].[N:1](=[N+:2]=[N-:3])[CH2:4][c:5]1[cH:6][cH:7][c:8]([C:11]([F:12])([F:13])[F:14])[n:9][cH:10]1>>[NH2:1][CH2:4][c:5]1[cH:6][cH:7][c:8]([C:11]([F:12])([F:13])[F:14])[n:9][cH:10]1. The reactants are C(CCCCCCCCCCCCCCCCC)(=O)O (stearic acid), OCC(CO)(CO)CO (pentaerythritol). Conditions: temperature 130 celsius. Yields the product C(CCCCCCCCCCCCCCCCC)(=O)OCC(CO)(CO)CO (pentaerythritol stearate). RXN SMILES: [C:1]([OH:20])(=[O:19])[CH2:2][CH2:3][CH2:4][CH2:5][CH2:6][CH2:7][CH2:8][CH2:9][CH2:10][CH2:11][CH2:12][CH2:13][CH2:14][CH2:15][CH2:16][CH2:17][CH3:18].[OH:21][CH2:22][C:23]([CH2:28]O)([CH2:26][OH:27])[CH2:24][OH:25]>>[C:1]([O:20][CH2:28][C:23]([CH2:26][OH:27])([CH2:24][OH:25])[CH2:22][OH:21])(=[O:19])[CH2:2][CH2:3][CH2:4][CH2:5][CH2:6][CH2:7][CH2:8][CH2:9][CH2:10][CH2:11][CH2:12][CH2:13][CH2:14][CH2:15][CH2:16][CH2:17][CH3:18]. Procedure details: A four-necked round-bottom flask equipped with a stirrer, a thermocouple, and a nitrogen inlet tube was charged with 4 moles of stearic acid per 1 mole of pentaerythritol. The ingredients in the flask were heated at 130° C. for 5 hours under a nitrogen atmosphere, to carry out an esterification reaction. The reaction product was purified with methyl ether, to give pentaerythritol stearate. Here, the resulting compound had an acid value of 0.3 mgKOH/g, and a hydroxyl value of 1.8 mgKOH/g. The reactants are C(C1=CC=CC=C1)OC[C@@H](CC=C)O ((2R)-1-(benzyloxy)pent-4-en-2-ol), C(=CC)[Mg]Br (1-propenylmagnesium bromide). Yields the product C(C1=CC=CC=C1)OC[C@@H](CC=CC)O ((2R)-1-(benzyloxy)hex-4-en-2-ol). RXN SMILES: [CH2:1]([O:8][CH2:9][C@H:10]([OH:14])[CH2:11][CH:12]=[CH2:13])[C:2]1[CH:7]=[CH:6][CH:5]=[CH:4][CH:3]=1.[CH:15]([Mg]Br)=CC>>[CH2:1]([O:8][CH2:9][C@H:10]([OH:14])[CH2:11][CH:12]=[CH:13][CH3:15])[C:2]1[CH:7]=[CH:6][CH:5]=[CH:4][CH:3]=1. Procedure: The product was obtained according to the method used for synthesis of (2R)-1-(benzyloxy)pent-4-en-2-ol (C1) in Preparation P1, except that 1-propenylmagnesium bromide was used in place of vinylmagnesium bromide. The product was obtained as a brown oil, which was used without further purification; by 1H NMR, this material consisted of a 1:1 mixture of geometric isomers. Yield: 140 g, 0.679 mol, 100%. 1H NMR (400 MHz, CDCl3) δ 7.28-7.42 (m, 5H), 5.39-5.67 (m, 2H), 4.57 (s, 2H), 3.80-3.92 (m, 1H),... The reactants are C(C1=CC=CC=C1)=O (benzaldehyde), C(#N)[BH3-].[Na+] (sodium cyanoborohydride), C(#N)NC(=NCCC1=CC=C(C=C1)N)C=1C=NC=CC1 (N-cyano-N'-[2-(4-aminophenyl)ethyl]-3-pyridinecarboximidamide). The solvent is CO (methanol). Reaction conditions: time 2 hour. The product is C(#N)NC(=NCCC1=CC=C(C=C1)NCC1=CC=CC=C1)C=1C=NC=CC1 (N-cyano-N'-[2-(4-benzylaminophenyl)ethyl]-3-pyridinecarboximidamide). Isolated yield 45.3%. As a reaction SMILES: [C:1]([NH:3][C:4]([C:15]1[CH:16]=[N:17][CH:18]=[CH:19][CH:20]=1)=[N:5][CH2:6][CH2:7][C:8]1[CH:13]=[CH:12][C:11]([NH2:14])=[CH:10][CH:9]=1)#[N:2].[CH:21](=O)[C:22]1[CH:27]=[CH:26][CH:25]=[CH:24][CH:23]=1.C([BH3-])#N.[Na+]>CO>[C:1]([NH:3][C:4]([C:15]1[CH:16]=[N:17][CH:18]=[CH:19][CH:20]=1)=[N:5][CH2:6][CH2:7][C:8]1[CH:9]=[CH:10][C:11]([NH:14][CH2:21][C:22]2[CH:27]=[CH:26][CH:25]=[CH:24][CH:23]=2)=[CH:12][CH:13]=1)#[N:2] |f:2.3|. Procedure: N-cyano-N'-[2-(4-aminophenyl)ethyl]-3-pyridinecarboximidamide (0.20 g, 0.75 mmol) was dissolved in methanol (15 ml), and benzaldehyde (0.12 g, 1.13 mmol) and sodium cyanoborohydride (0.10 g, 1.59 mmol) were added. The mixture was stirred at room temperature for 2 hours. After the reaction was completed, the reaction solution was concentrated under reduced pressure. The residue thus obtained was extracted with chloroform (50 ml×3). The chloroform layer was washed with water (100 ml), dried over a...